This data is from the Open Reaction Database (ORD), a public repository of structured organic reaction records. The task is: describe an organic reaction: reactants, conditions, products, and yield Reported procedure: The title compound was prepared from the product of Step 1 and 2-thienylboronic acid using a similar method to that described for Examples 126-196. MS (ES−) m/e 476/478 [M−H]−. The product is BrC=1C=C(C=CC1OC(F)(F)F)NS(=O)(=O)C1=CC=C(C=C1)C=1SC=CC1 (N-{3-Bromo-4-[(trifluoromethyl)oxy]phenyl}-4-(2-thienyl)benzenesulfonamide). As a reaction SMILES: [Br:1][C:2]1[CH:3]=[C:4]([NH:13][S:14]([C:17]2[CH:22]=[CH:21][C:20](I)=[CH:19][CH:18]=2)(=[O:16])=[O:15])[CH:5]=[CH:6][C:7]=1[O:8][C:9]([F:12])([F:11])[F:10].[S:24]1[CH:28]=[CH:27][CH:26]=[C:25]1B(O)O>>[Br:1][C:2]1[CH:3]=[C:4]([NH:13][S:14]([C:17]2[CH:22]=[CH:21][C:20]([C:25]3[S:24][CH:28]=[CH:27][CH:26]=3)=[CH:19][CH:18]=2)(=[O:16])=[O:15])[CH:5]=[CH:6][C:7]=1[O:8][C:9]([F:12])([F:11])[F:10]. Starting materials: BrC=1C=C(C=CC1OC(F)(F)F)NS(=O)(=O)C1=CC=C(C=C1)I (N-{3-Bromo-4-[(trifluoromethyl)oxy]phenyl}-4-iodobenzenesulfonamide), S1C(=CC=C1)B(O)O (2-thienylboronic acid).